This data is from the Open Reaction Database (ORD), a public repository of structured organic reaction records. The task is: describe an organic reaction: reactants, conditions, products, and yield The reactants are Cc1ccccc1, O=Cc1cccc(OC(F)(F)C(F)F)c1, [I-], [I-], OC(CNc1cccc(Oc2ccccc2)c1)C(F)(F)F, [Zn+2]. The product is FC(F)C(F)(F)Oc1cccc(C2OC(C(F)(F)F)CN2c2cccc(Oc3ccccc3)c2)c1. RXN SMILES: [CH3:40][c:41]1[cH:42][cH:43][cH:44][cH:45][cH:46]1.[F:1][C:2]([CH:3]([F:4])[F:5])([O:6][c:7]1[cH:8][c:9]([CH:10]=[O:11])[cH:12][cH:13][cH:14]1)[F:15].[I-:37].[I-:39].[O:16]([c:17]1[cH:18][cH:19][cH:20][cH:21][cH:22]1)[c:23]1[cH:24][c:25]([NH:29][CH2:30][CH:31]([C:32]([F:33])([F:34])[F:35])[OH:36])[cH:26][cH:27][cH:28]1.[Zn+2:38]>>[F:1][C:2]([CH:3]([F:4])[F:5])([O:6][c:7]1[cH:8][c:9]([CH:10]2[O:11][CH:31]([C:32]([F:33])([F:34])[F:35])[CH2:30][N:29]2[c:25]2[cH:24][c:23]([O:16][c:17]3[cH:18][cH:19][cH:20][cH:21][cH:22]3)[cH:28][cH:27][cH:26]2)[cH:12][cH:13][cH:14]1)[F:15]. Reactants: Cc1ccc(S(=O)(=O)OCC2Cc3cccc(-c4ccc5ccccc5c4)c3O2)cc1, Cl, [N-]=[N+]=[N-], [N-]=[N+]=[N-], [N-]=[N+]=NCC1Cc2cccc(-c3ccc4ccccc4c3)c2O1, [Na+]. The product is NCC1Cc2cccc(-c3ccc4ccccc4c3)c2O1. Reaction SMILES: [CH3:1][c:2]1[cH:3][cH:4][c:5]([S:6]([O:7][CH2:8][CH:9]2[CH2:10][c:11]3[cH:12][cH:13][cH:14][c:15](-[c:16]4[cH:17][cH:18][c:19]5[c:20]([cH:21][cH:22][cH:23][cH:24]5)[cH:25]4)[c:26]3[O:27]2)(=[O:28])=[O:29])[cH:30][cH:31]1.[ClH:62].[N-:33]=[N+:34]=[N-:35].[N-:59]=[N+:60]=[N-:61].[N:36](=[N+:37]=[N-:38])[CH2:39][CH:40]1[O:41][c:42]2[c:43]([cH:45][cH:46][cH:47][c:48]2-[c:49]2[cH:50][c:51]3[cH:52][cH:53][cH:54][cH:55][c:56]3[cH:57][cH:58]2)[CH2:44]1.[Na+:32]>>[NH2:36][CH2:39][CH:40]1[O:41][c:42]2[c:43]([cH:45][cH:46][cH:47][c:48]2-[c:49]2[cH:50][c:51]3[cH:52][cH:53][cH:54][cH:55][c:56]3[cH:57][cH:58]2)[CH2:44]1.